This data is from the Open Reaction Database (ORD), a public repository of structured organic reaction records. The task is: describe an organic reaction: reactants, conditions, products, and yield The reactants are COC(=O)Cc1ccc(B2OC(C)(C)C(C)(C)O2)cc1, COC(=O)Cc1ccc(-c2cnc3[nH]c(=O)n(CC4CCCCC4)c3n2)cc1, [K+], [K+], [K+], CN(C)C=O, O, O=P([O-])([O-])[O-]. The product is O=C(O)Cc1ccc(-c2cnc3[nH]c(=O)n(CC4CCCCC4)c3n2)cc1. Reaction SMILES: [CH3:29][C:30]1([CH3:31])[C:32]([CH3:33])([CH3:34])[O:35][B:36]([c:37]2[cH:38][cH:39][c:40]([CH2:41][C:42]([O:43][CH3:44])=[O:45])[cH:46][cH:47]2)[O:48]1.[CH:1]1([CH2:7][n:8]2[c:9](=[O:28])[nH:10][c:11]3[n:12][cH:13][c:14](-[c:17]4[cH:18][cH:19][c:20]([CH2:23][C:24](=[O:25])[O:26][CH3:27])[cH:21][cH:22]4)[n:15][c:16]23)[CH2:2][CH2:3][CH2:4][CH2:5][CH2:6]1.[K+:54].[K+:55].[K+:56].[O:57]=[CH:58][N:59]([CH3:60])[CH3:61].[OH2:62].[P:49]([O-:50])([O-:51])([O-:52])=[O:53]>>[CH:1]1([CH2:7][n:8]2[c:9](=[O:28])[nH:10][c:11]3[n:12][cH:13][c:14](-[c:17]4[cH:18][cH:19][c:20]([CH2:23][C:24](=[O:25])[OH:26])[cH:21][cH:22]4)[n:15][c:16]23)[CH2:2][CH2:3][CH2:4][CH2:5][CH2:6]1. Reactants: Cc1c(C2CC2CC#N)ncc(F)c1OC(C)(C)C, O=C(O)C(F)(F)F. The product is Cc1c(C2CC2CC#N)ncc(F)c1O. As a reaction SMILES: [C:1]([CH3:2])([CH3:3])([CH3:4])[O:5][c:6]1[c:7]([CH3:19])[c:8]([CH:13]2[CH:14]([CH2:16][C:17]#[N:18])[CH2:15]2)[n:9][cH:10][c:11]1[F:12].[OH:20][C:21]([C:22]([F:23])([F:24])[F:25])=[O:26]>>[OH:5][c:6]1[c:7]([CH3:19])[c:8]([CH:13]2[CH:14]([CH2:16][C:17]#[N:18])[CH2:15]2)[n:9][cH:10][c:11]1[F:12]. Reactants: ClC=1C=C(C=CC1F)C1(CNCC1)O (3-(3-chloro-4-fluorophenyl)pyrrolidin-3-ol), C([O-])([O-])=O.[K+].[K+] (potassium carbonate), ICCC (iodopropane). The solvent is C(C)#N (acetonitrile). The product is ClC=1C=C(C=CC1F)C1(CN(CC1)CCC)O (3-(3-CHLORO-4-FLUOROPHENYL)-1-PROPYLPYRROLIDIN-3-OL). Reaction SMILES: [Cl:1][C:2]1[CH:3]=[C:4]([C:9]2([OH:14])[CH2:13][CH2:12][NH:11][CH2:10]2)[CH:5]=[CH:6][C:7]=1[F:8].C(=O)([O-])[O-].[K+].[K+].I[CH2:22][CH2:23][CH3:24]>C(#N)C>[Cl:1][C:2]1[CH:3]=[C:4]([C:9]2([OH:14])[CH2:13][CH2:12][N:11]([CH2:22][CH2:23][CH3:24])[CH2:10]2)[CH:5]=[CH:6][C:7]=1[F:8] |f:1.2.3|. Procedure details: Preparation according to Example 22: 3-(3-chloro-4-fluorophenyl)pyrrolidin-3-ol (0.8 g, 3.72 mmol), potassium carbonate (1.03 g, 7.45 mmol), iodopropane (0.83 mg, 4.86 mmol), acetonitrile (20 mL). Purification by flash chromatography on silica gel (ethyl acetate/methanol, 1:1 to 0:1). Yield: 520 mg. The amine was converted to the fumaric acid salt and recrystallized from ethanol/diethyl ether: M.p. 157.9° C.; MS m/z (relative intensity, 70 eV) 257 (M+, 8), 228 (bp), 198 (30), 157 (15), 84 (88). Starting materials: O=C([O-])[O-], CCOCOc1ccc(O)c(OCOCC)c1, CI, CN(C)C=O, [K+], [K+]. The product is CCOCOc1ccc(OC)c(OCOCC)c1. RXN SMILES: [C:1](=[O:2])([O-:3])[O-:4].[CH2:7]([CH3:8])[O:9][CH2:10][O:11][c:12]1[c:13]([OH:23])[cH:14][cH:15][c:16]([O:18][CH2:19][O:20][CH2:21][CH3:22])[cH:17]1.[CH3:24][I:25].[CH3:26][N:27]([CH3:28])[CH:29]=[O:30].[K+:5].[K+:6]>>[CH3:1][O:23][c:13]1[c:12]([O:11][CH2:10][O:9][CH2:7][CH3:8])[cH:17][c:16]([O:18][CH2:19][O:20][CH2:21][CH3:22])[cH:15][cH:14]1. The reactants are C(C)(=O)OC(C=C)(CCCCC)C#C (1-ethynyl-1-pentyl-2-propenyl acetate), PdCl2 (CH3CN)2, CO (methanol), CCCCC.CCOCC (pentane ether), C([O-])([O-])=O.[K+].[K+] (potassium carbonate). Reagents/catalysts: CN(C1=CC=NC=C1)C (4-dimethylaminopyridine). Run in C(C)#N (acetonitrile), C(C)(=O)O (acetic acid). Reaction conditions: time 30 minute. Yields the product C(CCCC)C=1C(CCC1)=O (2-Pentyl-2-cyclopentenone). Isolated yield 66.0%. Reaction SMILES: C(O[C:5]([C:13]#[CH:14])([CH2:8][CH2:9][CH2:10][CH2:11][CH3:12])[CH:6]=[CH2:7])(=O)C.CO.CCCCC.CC[O:24]CC.C(=O)([O-])[O-].[K+].[K+]>C(#N)C.C(O)(=O)C.CN(C)C1C=CN=CC=1>[CH2:8]([C:5]1[C:6](=[O:24])[CH2:7][CH2:14][CH:13]=1)[CH2:9][CH2:10][CH2:11][CH3:12] |f:2.3,4.5.6|. Procedure: A mixture of 184 mg (0.95 mM) of 1-ethynyl-1-pentyl-2-propenyl acetate and 13 mg (0.05 mM) of PdCl2 (CH3CN)2 in 1.2 ml of acetonitrile and 60 μl of glacial acetic acid was heated at 80° during 2 h. 1 Ml of methanol and some crystals of 4-dimethylaminopyridine were added to the reaction mixture and the whole was stirred for 45 minutes at room temperature, whereupon 10 ml of a 1:1 mixture of pentane/ether were added followed by a small quantity of potassium carbonate. The reaction mixture was then...